From a dataset of the Open Reaction Database (ORD), a public repository of structured organic reaction records. describe an organic reaction: reactants, conditions, products, and yield Procedure details: Methacrylic acid (0.1 mol) and tri-n-butylhydroxystannane (0.1 mol) were dissolved in xylene and subjected to reaction. The water that formed as the reaction proceeded was removed together with the solvent by distillation. The by-product of the reaction was distilled off under vacuum and the residue was dried under vacuum to obtain tri-n-butylstannyl methacrylate (m.p. 46° C.; yield, 64%). This tri-n-butylstannyl methacrylate was put into a round-bottom flask and xylene was added to attain a con... Run in C=1(C(=CC=CC1)C)C (xylene). Reactants: C(C(=C)C)(=O)O (Methacrylic acid), C(CCC)[Sn](O)(CCCC)CCCC (tri-n-butylhydroxystannane), O (water). The yield is 64.0%. The product is C(C(=C)C)(=O)O[Sn](CCCC)(CCCC)CCCC (tri-n-butylstannyl methacrylate). RXN SMILES: [C:1]([OH:6])(=[O:5])[C:2]([CH3:4])=[CH2:3].[CH2:7]([Sn:11]([CH2:17][CH2:18][CH2:19][CH3:20])([CH2:13][CH2:14][CH2:15][CH3:16])O)[CH2:8][CH2:9][CH3:10].O>C1(C)C(C)=CC=CC=1>[C:1]([O:6][Sn:11]([CH2:13][CH2:14][CH2:15][CH3:16])([CH2:17][CH2:18][CH2:19][CH3:20])[CH2:7][CH2:8][CH2:9][CH3:10])(=[O:5])[C:2]([CH3:4])=[CH2:3]. The reactants are Cc1ccnc(-c2ccc(C=O)c([N+](=O)[O-])c2)c1, Cc1ccccc1, [Mg+2], O=S(=O)([O-])[O-], CC(C#N)=P(c1ccccc1)(c1ccccc1)c1ccccc1. Product: CC(C#N)=Cc1ccc(-c2cc(C)ccn2)cc1[N+](=O)[O-]. RXN SMILES: [CH3:1][c:2]1[cH:3][c:4](-[c:8]2[cH:9][c:10]([N+:16](=[O:17])[O-:18])[c:11]([CH:12]=[O:13])[cH:14][cH:15]2)[n:5][cH:6][cH:7]1.[CH3:48][c:49]1[cH:50][cH:51][cH:52][cH:53][cH:54]1.[Mg+2:42].[O-:43][S:44](=[O:45])(=[O:46])[O-:47].[c:19]1([P:20]([c:21]2[cH:22][cH:23][cH:24][cH:25][cH:30]2)(=[C:26]([C:27]#[N:28])[CH3:29])[c:31]2[cH:32][cH:33][cH:34][cH:35][cH:36]2)[cH:37][cH:38][cH:39][cH:40][cH:41]1>>[CH3:1][c:2]1[cH:3][c:4](-[c:8]2[cH:9][c:10]([N+:16](=[O:17])[O-:18])[c:11]([CH:12]=[C:26]([C:27]#[N:28])[CH3:29])[cH:14][cH:15]2)[n:5][cH:6][cH:7]1. The reactants are BrC=1C(=NC(=NC1)Cl)Cl (5-bromo-2,4-dichloropyrimidine), [OH-].[NH4+] (ammonium hydroxide), C1CCOC1 (THF). Product: BrC=1C(=NC(=NC1)Cl)N (5-Bromo-2-chloropyrimidin-4-amine). Reaction conditions: time 12 hour. Reaction SMILES: [Br:1][C:2]1[C:3](Cl)=[N:4][C:5]([Cl:8])=[N:6][CH:7]=1.[OH-].[NH4+:11].C1COCC1>O>[Br:1][C:2]1[C:3]([NH2:11])=[N:4][C:5]([Cl:8])=[N:6][CH:7]=1 |f:1.2|. Solvent: O (water). Reported procedure: A 100 mL round bottom flask was charged with 5-bromo-2,4-dichloropyrimidine (10.0 g, 44 mmol), concentrated ammonium hydroxide (100 mL) and THF (150 mL). The resulting mixture was magnetically stirred at room temperature for 12 h. Work-up: the reaction mixture was diluted with water (100 mL) and then extracted with EtOAc (50 mL×3). The combined organic layers were dried over anhydrous Na2SO4 and concentrated in vacuo. The residue was purified by flash column chromatography on silica gel to affor... Solvent: ClCCl (dichloromethane). The reactants are C(=S)(N1C(C=CC=C1)=O)N1C(C=CC=C1)=O (1,1′-thiocarbonyldipyridin-2(1H)-one), C1=NC(=CC2=CC=CC=C12)N (isoquinolin-3-amine). RXN SMILES: [C:1](N1C=CC=CC1=O)(N1C=CC=CC1=O)=[S:2].[CH:17]1[C:26]2[C:21](=[CH:22][CH:23]=[CH:24][CH:25]=2)[CH:20]=[C:19]([NH2:27])[N:18]=1>ClCCl>[N:27]([C:19]1[N:18]=[CH:17][C:26]2[C:21]([CH:20]=1)=[CH:22][CH:23]=[CH:24][CH:25]=2)=[C:1]=[S:2]. Yields the product N(=C=S)C=1N=CC2=CC=CC=C2C1 (3-Isothiocyanatoisoquinoline). Conditions: time 18 hour. Procedure: To a solution of 1,1′-thiocarbonyldipyridin-2(1H)-one (0.805 g, 3.47 mmol) in dichloromethane at room temperature was added isoquinolin-3-amine (0.5 g, 3.47 mmol). The reaction was stirred at room temperature for 18 hours. The LC/MS showed the desired product peak a major peak. The deep orange solution was concentrated and filtered. The filtrate was purified by silica gel chromatography (0-40% ethyl acetate-hexanes) to afford 4-isothiocyanato-6-(3-methoxyphenyl)pyrimidine (0.55 g, 2.96 mmol, 85%... Starting materials: BrC=1C=NC(=NC1)OC1CN2CCC1CC2 (3-[(5-bromopyrimidin-2-yl)oxy]quinuclidine), CC1(OB(OC1(C)C)C1=CC=C(C=C1)NC(OC(C)(C)C)=O)C (t-butyl [4-(4,4,5,5-tetramethyl-[1,3,2]dioxaborolan-2-yl)-phenyl]-carbamate), (tBu3P)2Pd, C(=O)([O-])[O-].[K+].[K+] (K2CO3). Reagents/catalysts: C=1C=CC(=CC1)/C=C/C(=O)/C=C/C2=CC=CC=C2.C=1C=CC(=CC1)/C=C/C(=O)/C=C/C2=CC=CC=C2.C=1C=CC(=CC1)/C=C/C(=O)/C=C/C2=CC=CC=C2.[Pd].[Pd] (Pd2(dba)3). Run in O1CCCC1 (tetrahydrofuran), C(C)(=O)OCC (ethyl acetate). Conditions: temperature 60 celsius. The product is N12CC(C(CC1)CC2)OC2=NC=C(C=N2)C2=CC=C(C=C2)NC(OC(C)(C)C)=O (tert-butyl 4-[2-(1-azabicyclo[2.2.2]oct-3-yloxy)pyrimidin-5-yl]phenylcarbamate). RXN SMILES: Br[C:2]1[CH:3]=[N:4][C:5]([O:8][CH:9]2[CH:14]3[CH2:15][CH2:16][N:11]([CH2:12][CH2:13]3)[CH2:10]2)=[N:6][CH:7]=1.CC1(C)C(C)(C)OB([C:25]2[CH:30]=[CH:29][C:28]([NH:31][C:32](=[O:38])[O:33][C:34]([CH3:37])([CH3:36])[CH3:35])=[CH:27][CH:26]=2)O1.C([O-])([O-])=O.[K+].[K+]>O1CCCC1.C(OCC)(=O)C.C1C=CC(/C=C/C(/C=C/C2C=CC=CC=2)=O)=CC=1.C1C=CC(/C=C/C(/C=C/C2C=CC=CC=2)=O)=CC=1.C1C=CC(/C=C/C(/C=C/C2C=CC=CC=2)=O)=CC=1.[Pd].[Pd]>[N:11]12[CH2:16][CH2:15][CH:14]([CH2:13][CH2:12]1)[CH:9]([O:8][C:5]1[N:4]=[CH:3][C:2]([C:25]3[CH:26]=[CH:27][C:28]([NH:31][C:32](=[O:38])[O:33][C:34]([CH3:36])([CH3:35])[CH3:37])=[CH:29][CH:30]=3)=[CH:7][N:6]=1)[CH2:10]2 |f:2.3.4,7.8.9.10.11|. Procedure: The product of Example 18A (283 mg, 1 mmol) in tetrahydrofuran (anhydrous, 10 mL) was treated with t-butyl [4-(4,4,5,5-tetramethyl-[1,3,2]dioxaborolan-2-yl)-phenyl]-carbamate (Frontier, 319 mg, 1 mmol), Pd2(dba)3 (Strem Chemicals, 24 mg, 0.025 mmol), (tBu3P)2Pd (Strem Chemicals, 26 mg, 0.05 mmol), K2CO3 (Aldrich, 276 mg 2 mmol) and heated at 60° C. under N2 for 15 hours. The resulting mixture was allowed to cool to room temperature, diluted with ethyl acetate (20 mL), and washed with brine (2×5 ... The reactants are C(C)(C)(C)OC(NC1=C(C=C(C(=C1)OCC)C(F)(F)F)N)=O ([2-amino-5-ethoxy-4-trifluoromethyl-phenyl]-carbamic acid tert-butyl ester), C(C)(C)(C)OC(CC(=O)C1=CC(=CC=C1)C1=CC(=NC=C1CC)C)=O (3-[3-(5-ethyl-2-methyl-pyridin-4-yl)-phenyl]-3-oxo-propionic acid tert-butyl ester). Product: C(C)(C)(C)OC(NC1=C(C=C(C(=C1)OCC)C(F)(F)F)NC(CC(=O)C1=CC(=CC=C1)C1=CC(=NC=C1CC)C)=O)=O (5-Ethoxy-[2-{3-[3-(5-ethyl-2-methyl-pyridin-4-yl)-phenyl]-3-oxo-propionylamino}-4-trifluoromethyl-phenyl]-carbamic acid tert-butyl ester), solid. The yield is 71.0%. Reaction SMILES: [C:1]([O:5][C:6](=[O:22])[NH:7][C:8]1[CH:13]=[C:12]([O:14][CH2:15][CH3:16])[C:11]([C:17]([F:20])([F:19])[F:18])=[CH:10][C:9]=1[NH2:21])([CH3:4])([CH3:3])[CH3:2].C([O:27][C:28](=O)[CH2:29][C:30]([C:32]1[CH:37]=[CH:36][CH:35]=[C:34]([C:38]2[C:43]([CH2:44][CH3:45])=[CH:42][N:41]=[C:40]([CH3:46])[CH:39]=2)[CH:33]=1)=[O:31])(C)(C)C>>[C:1]([O:5][C:6](=[O:22])[NH:7][C:8]1[CH:13]=[C:12]([O:14][CH2:15][CH3:16])[C:11]([C:17]([F:20])([F:19])[F:18])=[CH:10][C:9]=1[NH:21][C:28](=[O:27])[CH2:29][C:30]([C:32]1[CH:37]=[CH:36][CH:35]=[C:34]([C:38]2[C:43]([CH2:44][CH3:45])=[CH:42][N:41]=[C:40]([CH3:46])[CH:39]=2)[CH:33]=1)=[O:31])([CH3:2])([CH3:3])[CH3:4]. Reported procedure: The title compound was prepared from [2-amino-5-ethoxy-4-trifluoromethyl-phenyl]-carbamic acid tert-butyl ester (Example J8) (240 mg, 0.75 mmol) and 3-[3-(5-ethyl-2-methyl-pyridin-4-yl)-phenyl]-3-oxo-propionic acid tert-butyl ester (Example K19) (255 mg, 0.75 mmol) according to the general procedure M. Obtained as an off-white solid (310 mg, 71%). Reactants: CC(=O)[O-], O=C(OC(=O)c1ccc([N+](=O)[O-])cc1S(=O)(=O)O)c1ccc([N+](=O)[O-])cc1S(=O)(=O)O, Nc1ccc(C(=O)Nc2cc(S(=O)(=O)O)cc3cc(S(=O)(=O)O)cc(S(=O)(=O)O)c23)c(S(=O)(=O)O)c1, [Na+], O, O, O, O. Yields the product O=C(Nc1ccc(C(=O)Nc2cc(S(=O)(=O)O)cc3cc(S(=O)(=O)O)cc(S(=O)(=O)O)c23)c(S(=O)(=O)O)c1)c1ccc([N+](=O)[O-])cc1S(=O)(=O)O. RXN SMILES: [C:40]([O-:41])(=[O:42])[CH3:43].[N+:45]([c:46]1[cH:47][cH:48][c:49]([C:50](=[O:52])[O:54][C:55](=[O:51])[c:56]2[c:57]([S:65](=[O:66])(=[O:67])[OH:68])[cH:58][c:59]([N+:62](=[O:63])[O-:64])[cH:60][cH:61]2)[c:53]([S:69]([OH:70])(=[O:71])=[O:72])[cH:73]1)([O-:74])=[O:75].[NH2:1][c:2]1[cH:3][c:4]([S:33](=[O:34])(=[O:35])[OH:36])[c:5]([C:6](=[O:7])[NH:8][c:9]2[cH:10][c:11]([S:27](=[O:28])(=[O:29])[OH:30])[cH:12][c:13]3[cH:14][c:15]([S:23](=[O:24])(=[O:25])[OH:26])[cH:16][c:17]([S:19](=[O:20])(=[O:21])[OH:22])[c:18]23)[cH:31][cH:32]1.[Na+:44].[OH2:37].[OH2:38].[OH2:39].[OH2:76]>>[NH:1]([c:2]1[cH:3][c:4]([S:33](=[O:34])(=[O:35])[OH:36])[c:5]([C:6](=[O:7])[NH:8][c:9]2[cH:10][c:11]([S:27](=[O:28])(=[O:29])[OH:30])[cH:12][c:13]3[cH:14][c:15]([S:23](=[O:24])(=[O:25])[OH:26])[cH:16][c:17]([S:19](=[O:20])(=[O:21])[OH:22])[c:18]23)[cH:31][cH:32]1)[C:55](=[O:54])[c:56]1[c:57]([S:65](=[O:66])(=[O:67])[OH:68])[cH:58][c:59]([N+:62](=[O:63])[O-:64])[cH:60][cH:61]1. Starting materials: O=C([O-])[O-], CCOC(=O)Nc1cn2cnc(Cl)cc2n1, C1COCCO1, ClCCl, [K+], [K+], Nc1ccccn1, OB(O)c1cccnc1. Product: CCOC(=O)Nc1cn2cnc(-c3cccnc3)cc2n1. RXN SMILES: [C:26](=[O:27])([O-:28])[O-:29].[CH2:1]([CH3:2])[O:3][C:4]([NH:5][c:6]1[n:7][c:8]2[n:9]([cH:10][n:11][c:12]([Cl:14])[cH:13]2)[cH:15]1)=[O:16].[CH2:42]1[O:43][CH2:44][CH2:45][O:46][CH2:47]1.[Cl:32][CH2:33][Cl:34].[K+:30].[K+:31].[NH2:35][c:36]1[cH:37][cH:38][cH:39][cH:40][n:41]1.[n:17]1[cH:18][c:19]([B:23]([OH:24])[OH:25])[cH:20][cH:21][cH:22]1>>[CH2:1]([CH3:2])[O:3][C:4]([NH:5][c:6]1[n:7][c:8]2[n:9]([cH:10][n:11][c:12](-[c:19]3[cH:18][n:17][cH:22][cH:21][cH:20]3)[cH:13]2)[cH:15]1)=[O:16]. The reactants are C(C)(C)C=1C=C(OC1C(C)C)C(=O)O (4,5-diisopropylfuran-2-carboxylic acid), NC1=CC=C(OCC(=O)OC)C=C1 (methyl 4-aminophenoxyacetate). The product is C(C)(C)C=1C=C(OC1C(C)C)C(=O)NC1=CC=C(C=C1)OCC(=O)OC (methyl 4-[(4,5-diisopropylfuran-2-carbonyl)amino]phenyloxyacetate). Isolated yield 86.0%. As a reaction SMILES: [CH:1]([C:4]1[CH:5]=[C:6]([C:12]([OH:14])=O)[O:7][C:8]=1[CH:9]([CH3:11])[CH3:10])([CH3:3])[CH3:2].[NH2:15][C:16]1[CH:27]=[CH:26][C:19]([O:20][CH2:21][C:22]([O:24][CH3:25])=[O:23])=[CH:18][CH:17]=1>>[CH:1]([C:4]1[CH:5]=[C:6]([C:12]([NH:15][C:16]2[CH:27]=[CH:26][C:19]([O:20][CH2:21][C:22]([O:24][CH3:25])=[O:23])=[CH:18][CH:17]=2)=[O:14])[O:7][C:8]=1[CH:9]([CH3:10])[CH3:11])([CH3:2])[CH3:3]. Procedure details: In the same manner as that of Example 2, 4,5-diisopropylfuran-2-carboxylic acid (60 mg, 0.306 mmol) was condensed with methyl 4-aminophenoxyacetate, and the resultant was purified by silica gel chromatography (0.5% methanol-chloroform) to obtain methyl 4-[(4,5-diisopropylfuran-2-carbonyl)amino]phenyloxyacetate (94 mg, 86%) as colorless needles. The reactants are C1CNCCNCCNCCN1, ClC(Cl)Cl, Cl, ClCc1ccccn1, ClCc1ccccn1. Product: c1ccc(CN2CCNCCNCCNCC2)nc1. Reaction SMILES: [CH2:10]1[CH2:11][NH:12][CH2:13][CH2:14][NH:15][CH2:16][CH2:17][NH:18][CH2:19][CH2:20][NH:21]1.[CH:30]([Cl:31])([Cl:32])[Cl:33].[ClH:1].[c:22]1([CH2:23][Cl:24])[n:25][cH:26][cH:27][cH:28][cH:29]1.[c:2]1([CH2:8][Cl:9])[cH:3][cH:4][cH:5][cH:6][n:7]1>>[c:2]1([CH2:8][N:12]2[CH2:11][CH2:10][NH:21][CH2:20][CH2:19][NH:18][CH2:17][CH2:16][NH:15][CH2:14][CH2:13]2)[cH:3][cH:4][cH:5][cH:6][n:7]1.